This data is from the Open Reaction Database (ORD), a public repository of structured organic reaction records. The task is: describe an organic reaction: reactants, conditions, products, and yield Reactants: COC1=C(C=C(C=C1)C)O (2-methoxy-5-methylphenol), ice water, COC(Cl)Cl (dichloromethyl methyl ether). Yields the product OC1=CC(=C(C=O)C=C1OC)C (4-Hydroxy-5-methoxy-2-methylbenzaldehyde). RXN SMILES: [CH3:1][O:2][C:3]1[CH:8]=[CH:7][C:6]([CH3:9])=[CH:5][C:4]=1[OH:10].[CH3:11][O:12]C(Cl)Cl>C(Cl)Cl.[Ti](Cl)(Cl)(Cl)Cl>[OH:10][C:4]1[C:3]([O:2][CH3:1])=[CH:8][C:7]([CH:11]=[O:12])=[C:6]([CH3:9])[CH:5]=1. The reagents and catalysts are [Ti](Cl)(Cl)(Cl)Cl (titanium (IV) chloride). Reaction conditions: time 3 hour. Reported procedure: To a solution of 2-methoxy-5-methylphenol (50.0 g, 362 mmol) in CH2Cl2 (1000 mL) at −5° C. were added titanium (IV) chloride (80.0 mL, 724 mmol) slowly via syringe (internal temperature was kept below 0° C. during addition) and dichloromethyl methyl ether (52.9 mL, 593 mmol). After being stirred at room temperature for 3 h, the mixture was poured into ice water. The resulting precipitate was collected by filtration and then washed with EtOAc and Et2O to afford 4-Hydroxy-5-methoxy-2-methylbenzald... The solvent is C(Cl)Cl (CH2Cl2). Reactants: NCCc1ccccc1, CCO, Cl, O=C1CCCC1. Product: CC1(NCCc2ccccc2)CCCC1=O, Cl. RXN SMILES: [CH2:2]([c:3]1[cH:4][cH:5][cH:6][cH:7][cH:8]1)[CH2:9][NH2:10].[CH3:17][CH2:18][OH:19].[ClH:1].[O:11]=[C:12]1[CH2:13][CH2:14][CH2:15][CH2:16]1>>[CH2:2]([c:3]1[cH:4][cH:5][cH:6][cH:7][cH:8]1)[CH2:9][NH:10][C:13]1([CH3:17])[C:12](=[O:11])[CH2:16][CH2:15][CH2:14]1.[ClH:1]. The product is crude product, NC=1C(=CC(=C(C(=O)O)C1)Cl)N1CCN(CC1)C1=C(C=CC=C1)C (5-amino-2-chloro-4-(4-o-tolyl-piperazin-1-yl)-benzoic acid). Reagents/catalysts: [Fe] (iron). Procedure details: In a 500 ml round bottom flask equipped with a magnetic stir bar, the iron powder (5.59 g, 100.15 mmol) was suspended in clean, dry, reagent-grade ethanol (300.00 ml, 5138.06 mmol) and the mixture was stirred vigorously under nitrogen at room temperature. To this was added the acetic acid (30.00 ml, 524.05 mmol) and the reaction was allowed to stir for 5 min before the 2-chloro-5-nitro-4-(4-o-tolyl-piperazin-1-yl)-benzoic acid 1d (1.51 g, 4.01 mmol) was added in one portion. The reaction was the... Reactants: ClC1=C(C(=O)O)C=C(C(=C1)N1CCN(CC1)C1=C(C=CC=C1)C)[N+](=O)[O-] (2-chloro-5-nitro-4-(4-o-tolyl-piperazin-1-yl)-benzoic acid), C(C)O (ethanol), C(C)(=O)O (acetic acid). Yield: 88.0%. RXN SMILES: C(O)C.C(O)(=O)C.[Cl:8][C:9]1[CH:17]=[C:16]([N:18]2[CH2:23][CH2:22][N:21]([C:24]3[CH:29]=[CH:28][CH:27]=[CH:26][C:25]=3[CH3:30])[CH2:20][CH2:19]2)[C:15]([N+:31]([O-])=O)=[CH:14][C:10]=1[C:11]([OH:13])=[O:12]>[Fe]>[NH2:31][C:15]1[C:16]([N:18]2[CH2:19][CH2:20][N:21]([C:24]3[CH:29]=[CH:28][CH:27]=[CH:26][C:25]=3[CH3:30])[CH2:22][CH2:23]2)=[CH:17][C:9]([Cl:8])=[C:10]([CH:14]=1)[C:11]([OH:13])=[O:12]. Reaction conditions: temperature 75 celsius, time 8 hour. The reactants are COC1=CC=C(C=C1)C/C(=C/C(=O)OCC)/C1=CC=C(C=C1)C(F)(F)F (ethyl (±)-4-(4-methoxyphenyl)-3-[4(trifluoromethyl)phenyl]crotonate). Reagents/catalysts: [Pd] (Pd/C). Run in CCO (EtOH). Reaction conditions: time 4 hour. Yields the product COC1=CC=C(C=C1)CC(CC(=O)OCC)C1=CC=C(C=C1)C(F)(F)F (Ethyl (±)-4-(4-methoxyphenyl)-3-[4-(trifluoromethyl)phenyl]butanoate). Isolated yield 40.9%. Reaction SMILES: [CH3:1][O:2][C:3]1[CH:8]=[CH:7][C:6]([CH2:9]/[C:10](/[C:17]2[CH:22]=[CH:21][C:20]([C:23]([F:26])([F:25])[F:24])=[CH:19][CH:18]=2)=[CH:11]/[C:12]([O:14][CH2:15][CH3:16])=[O:13])=[CH:5][CH:4]=1>CCO.[Pd]>[CH3:1][O:2][C:3]1[CH:4]=[CH:5][C:6]([CH2:9][CH:10]([C:17]2[CH:18]=[CH:19][C:20]([C:23]([F:24])([F:26])[F:25])=[CH:21][CH:22]=2)[CH2:11][C:12]([O:14][CH2:15][CH3:16])=[O:13])=[CH:7][CH:8]=1. Procedure details: To a suspension of 10% Pd/C (600 mg) in absolute EtOH (50 mL) was added ethyl (±)-4-(4-methoxyphenyl)-3-[4(trifluoromethyl)phenyl]crotonate (2.2 g. 6 mmole), and the mixture was shaken on a Parr apparatus at RT under H2 (50 psi). After 4 hr, the mixture was filtered through a pad of celite®, and the filtrate was concentrated. This reaction sequence was repeated three times. The residue was chromatographed on silica gel (35% EtOAc/hexanes) to afford the title compound (900 mg, 56%) as an oil: TLC... Reactants: FC1=CC=C(C=C1)C1CC(C2=CC=CC=C12)=O (3-(4-fluorophenyl)indan-1-one), solution, C(C)[Mg]Br (ethylmagnesium bromide), IC=1N=CN(C1)C(C1=CC=CC=C1)(C1=CC=CC=C1)C1=CC=CC=C1 (4-iodo-1-trityl-1H-imidazole), [Cl-].[NH4+] (ammonium chloride). The solvent is C(Cl)Cl (methylene chloride), C(C)OCC (diethyl ether), C(Cl)Cl (methylene chloride). Reaction conditions: time 1 hour. Product: FC1=CC=C(C=C1)C1CC(C2=CC=CC=C12)(O)C=1N=CN(C1)C(C1=CC=CC=C1)(C1=CC=CC=C1)C1=CC=CC=C1 (3-(4-Fluorophenyl)-1-(1-trityl-1H-imidazol-4-yl)indan-1-ol). As a reaction SMILES: C([Mg]Br)C.I[C:6]1[N:7]=[CH:8][N:9]([C:11]([C:24]2[CH:29]=[CH:28][CH:27]=[CH:26][CH:25]=2)([C:18]2[CH:23]=[CH:22][CH:21]=[CH:20][CH:19]=2)[C:12]2[CH:17]=[CH:16][CH:15]=[CH:14][CH:13]=2)[CH:10]=1.[F:30][C:31]1[CH:36]=[CH:35][C:34]([CH:37]2[C:45]3[C:40](=[CH:41][CH:42]=[CH:43][CH:44]=3)[C:39](=[O:46])[CH2:38]2)=[CH:33][CH:32]=1.[Cl-].[NH4+]>C(OCC)C.C(Cl)Cl>[F:30][C:31]1[CH:32]=[CH:33][C:34]([CH:37]2[C:45]3[C:40](=[CH:41][CH:42]=[CH:43][CH:44]=3)[C:39]([C:6]3[N:7]=[CH:8][N:9]([C:11]([C:12]4[CH:17]=[CH:16][CH:15]=[CH:14][CH:13]=4)([C:24]4[CH:25]=[CH:26][CH:27]=[CH:28][CH:29]=4)[C:18]4[CH:19]=[CH:20][CH:21]=[CH:22][CH:23]=4)[CH:10]=3)([OH:46])[CH2:38]2)=[CH:35][CH:36]=1 |f:3.4|. Reported procedure: A 3.0 M solution of ethylmagnesium bromide (5.9 ml, 0.0177 mol) in diethyl ether was added to a solution of 4-iodo-1-trityl-1H-imidazole (7.22 g, 0.0165 mol, prepared according to K. L. Kirk J. Heterocycl. Chem. 22 (1985) 57) in 70 ml of dry methylene chloride at ambient temperature. After one hour, a solution of 3-(4-fluorophenyl)indan-1-one (2.00 g, 0.00884 mol) in 6 ml of dry methylene chloride was added and stirring was continued for 45 hr. Saturated ammonium chloride solution was added to q... Starting materials: C(C)(C)(C)OC(=O)NC(C1=CC(=C(S1)SC)S(=O)(=O)C=1C=C(C=CC1)C1=C(C=C(C=C1C)NC(=O)OCC[Si](C)(C)C)NC(NCCCCCC(=O)O)=O)=N (6-{3-[3′-[5-(tert-Butoxycarbonylamino-imino-methyl)-2-methylsulfanyl-thiophene-3-sulfonyl]-6-methyl-4-(2-trimethylsilanyl-ethoxycarbonylamino)-biphenyl-2-yl]-ureido}-hexanoic acid), [F-].C(CCC)[N+](CCCC)(CCCC)CCCC (tetrabutylammonium fluoride). Run in C1CCOC1 (THF). Reaction conditions: temperature 40 celsius. Yields the product NC1=CC(=C(C(=C1)C)C1=CC(=CC=C1)S(=O)(=O)C1=C(SC(=C1)C(=N)NC(=O)OC(C)(C)C)SC)NC(NCCCCCC(=O)O)=O (6-(3-{4-amino-3′-[5-(tert-butoxycarbonylamino-imino-methyl)-2-methylsulfanyl-thiophene-3-sulfonyl]-6-methyl-biphenyl-2-yl}-ureido)-hexanoic acid). Yield: 57.3%. Reaction SMILES: [C:1]([O:5][C:6]([NH:8][C:9](=[NH:55])[C:10]1[S:14][C:13]([S:15][CH3:16])=[C:12]([S:17]([C:20]2[CH:21]=[C:22]([C:26]3[C:31]([CH3:32])=[CH:30][C:29]([NH:33]C(OCC[Si](C)(C)C)=O)=[CH:28][C:27]=3[NH:43][C:44](=[O:54])[NH:45][CH2:46][CH2:47][CH2:48][CH2:49][CH2:50][C:51]([OH:53])=[O:52])[CH:23]=[CH:24][CH:25]=2)(=[O:19])=[O:18])[CH:11]=1)=[O:7])([CH3:4])([CH3:3])[CH3:2].[F-].C([N+](CCCC)(CCCC)CCCC)CCC>C1COCC1>[NH2:33][C:29]1[CH:30]=[C:31]([CH3:32])[C:26]([C:22]2[CH:23]=[CH:24][CH:25]=[C:20]([S:17]([C:12]3[CH:11]=[C:10]([C:9]([NH:8][C:6]([O:5][C:1]([CH3:3])([CH3:4])[CH3:2])=[O:7])=[NH:55])[S:14][C:13]=3[S:15][CH3:16])(=[O:18])=[O:19])[CH:21]=2)=[C:27]([NH:43][C:44](=[O:54])[NH:45][CH2:46][CH2:47][CH2:48][CH2:49][CH2:50][C:51]([OH:53])=[O:52])[CH:28]=1 |f:1.2|. Procedure: A solution of 6-{3-[3′-[5-(tert-butoxycarbonylamino-imino-methyl)-2-methylsulfanyl-thiophene-3-sulfonyl]-6-methyl-4-(2-trimethylsilanyl-ethoxycarbonylamino)-biphenyl-2-yl]-ureido}-hexanoic acid ((Example 259: step b) 0.422 g, 0.506 mmol) in dry THF (20 mL) was treated with tetrabutylammonium fluoride (1 M in hexanes, 3.39 mL, 3.39 mmol) and stirred at 40° C. 4 h. Solvents were evaporated in vacuo. The residue was taken up in CH2Cl2 and washed with water (4×50 mL). The organic layer was dried ove... Starting materials: Cn1c([S-])nc2ccccc21, CC(C)(Cc1ccccc1)OC(=O)CC1CC(CCl)OC(C)(C)O1, [Na+]. Product: Cn1c(SCC2CC(CC(=O)OC(C)(C)Cc3ccccc3)OC(C)(C)O2)nc2ccccc21. RXN SMILES: [CH3:25][n:26]1[c:27]([S-:35])[n:28][c:29]2[c:30]1[cH:31][cH:32][cH:33][cH:34]2.[Cl:1][CH2:2][CH:3]1[CH2:4][CH:5]([CH2:11][C:12](=[O:13])[O:14][C:15]([CH2:16][c:17]2[cH:18][cH:19][cH:20][cH:21][cH:22]2)([CH3:23])[CH3:24])[O:6][C:7]([CH3:9])([CH3:10])[O:8]1.[Na+:36]>>[CH2:2]([CH:3]1[CH2:4][CH:5]([CH2:11][C:12](=[O:13])[O:14][C:15]([CH2:16][c:17]2[cH:18][cH:19][cH:20][cH:21][cH:22]2)([CH3:23])[CH3:24])[O:6][C:7]([CH3:9])([CH3:10])[O:8]1)[S:35][c:27]1[n:26]([CH3:25])[c:30]2[c:29]([n:28]1)[cH:34][cH:33][cH:32][cH:31]2.